Dataset: the Open Reaction Database (ORD), a public repository of structured organic reaction records. Task: describe an organic reaction: reactants, conditions, products, and yield The reactants are Cl (HCl), CCOC(=O)C (EtOAc), NC1=NSC(=C1C#N)C1=CC=C(C=C1)NC(=O)NC1=C(C=CC(=C1)C)F (1-[4-(3-amino-4-cyanoisothiazol-5-yl)phenyl]-3-(2-fluoro-5-methylphenyl)urea). Reagents/catalysts: [OH-].[Na+] (NaOH), OO (hydrogen peroxide). The solvent is CCO (EtOH). Run at time 30 minute. Yields the product NC1=NSC(=C1C(=O)N)C1=CC=C(C=C1)NC(=O)NC1=C(C=CC(=C1)C)F (3-Amino-5-[4-({[(2-fluoro-5-methylphenyl)amino]carbonyl}amino)phenyl]isothiazole-4-carboxamide). Yield: 93.0%. Reaction SMILES: [NH2:1][C:2]1[C:6]([C:7]#[N:8])=[C:5]([C:9]2[CH:14]=[CH:13][C:12]([NH:15][C:16]([NH:18][C:19]3[CH:24]=[C:23]([CH3:25])[CH:22]=[CH:21][C:20]=3[F:26])=[O:17])=[CH:11][CH:10]=2)[S:4][N:3]=1.Cl.CC[O:30]C(C)=O>CCO.[OH-].[Na+].OO>[NH2:1][C:2]1[C:6]([C:7]([NH2:8])=[O:30])=[C:5]([C:9]2[CH:14]=[CH:13][C:12]([NH:15][C:16]([NH:18][C:19]3[CH:24]=[C:23]([CH3:25])[CH:22]=[CH:21][C:20]=3[F:26])=[O:17])=[CH:11][CH:10]=2)[S:4][N:3]=1 |f:4.5|. Reported procedure: To a mixture of 1-[4-(3-amino-4-cyanoisothiazol-5-yl)phenyl]-3-(2-fluoro-5-methylphenyl)urea (10.2 mg, 0.028 mmol) in 0.8 mL EtOH at rt was added 15 drops 1.0M aqueous NaOH, 7 drops 30% hydrogen peroxide and the reaction stirred at rt for 30 min, then heated at 60° C. After 2.5 hours an aqueous HCl (dilute) and EtOAc workup was done to give a light yellow solid. To this material was added an impure lot from another reaction, and the combined lots triturated with EtOAc to give the title compound ... Isolated yield 77.6%. The solvent is C(C)#N (acetonitrile). Reactants: ClC1=NC=C(C=C1)CCl (2-chloro-5-(chloromethyl)pyridine), CC(COC)N (1-methyl-2-methoxyethylamine), C([O-])([O-])=O.[K+].[K+] (potassium carbonate). RXN SMILES: [Cl:1][C:2]1[CH:7]=[CH:6][C:5]([CH2:8]Cl)=[CH:4][N:3]=1.C[CH:11]([NH2:15])[CH2:12][O:13][CH3:14].[C:16](=O)([O-])[O-].[K+].[K+]>C(#N)C>[Cl:1][C:2]1[N:3]=[CH:4][C:5]([CH2:8][N:15]([CH2:11][CH2:12][O:13][CH3:14])[CH3:16])=[CH:6][CH:7]=1 |f:2.3.4|. The product is ClC1=CC=C(C=N1)CN(C)CCOC ((6-Chloro-pyridin-3-ylmethyl)-(2-methoxy-ethyl)-methyl-amine). Procedure: To a solution of 2-chloro-5-(chloromethyl)pyridine (384 mg, 2.37 mmole) in 4 mL of dry acetonitrile is 0.51 mL (4.74 mmol) of 1-methyl-2-methoxyethylamine followed by 328 mg (2.37 mmol) of potassium carbonate. The reaction is heated at 80° C. for 3 h. After cooling, the reaction mixture is quenched with 5 mL of water, extracted three-times with methylene chloride, and dried over sodium sulfate. Concentration of the solvent provided an oil which was purified by silica gel chromatography to provid... Reaction conditions: temperature 80 celsius.